From a dataset of the Open Reaction Database (ORD), a public repository of structured organic reaction records. describe an organic reaction: reactants, conditions, products, and yield The reactants are [Na].N1(C(=O)NC(=O)C(C)=C1)C1(O)C[C@@H](OCP(=O)(O)O)CO1 (1-(thymin-1-yl)-2-deoxy-3-O-(phosphonomethyl)-L-threofuranose sodium salt), O=C[C@@H](O)[C@H](O)CO.N1(C(=O)N=C(N)C=C1)C1(O)C[C@@H](OCP(=O)(OC(C)C)OC(C)C)CO1 (1-(cytosin-1-yl)-2-deoxy-3-O-(diisopropylphosphonomethyl)-L-threofuranose threose), I[Si](C)(C)C (iodotrimethysilane). The product is [Na].O=C[C@@H](O)[C@H](O)CO.N1(C(=O)N=C(N)C=C1)C1(O)C[C@@H](OCP(=O)(O)O)CO1 (1-(cytosin-1-yl)-2-deoxy-3-O-(phosphonomethyl)-L-threofuranose threose sodium salt). The yield is 73.0%. Reaction SMILES: [Na:1].N1(C2(OC[C@H](OCP(O)(O)=O)C2)O)C=C(C)C(=O)NC1=O.[O:23]=[CH:24][C@H:25]([C@@H:27]([CH2:29][OH:30])[OH:28])[OH:26].[N:31]1([C:39]2([O:56][CH2:55][C@H:42]([O:43][CH2:44][P:45]([O:51]C(C)C)([O:47]C(C)C)=[O:46])[CH2:41]2)[OH:40])[CH:38]=[CH:37][C:35]([NH2:36])=[N:34][C:32]1=[O:33].I[Si](C)(C)C>>[Na:1].[O:23]=[CH:24][C@H:25]([C@@H:27]([CH2:29][OH:30])[OH:28])[OH:26].[N:31]1([C:39]2([O:56][CH2:55][C@H:42]([O:43][CH2:44][P:45]([OH:47])([OH:51])=[O:46])[CH2:41]2)[OH:40])[CH:38]=[CH:37][C:35]([NH2:36])=[N:34][C:32]1=[O:33] |f:0.1,2.3,5.6.7,^1:0,61|. Procedure: This compound was prepared as described for 3f, using 22 (200 mg, 0.53 mmol) as a starting material and iodotrimethysilane (0.6 mL, 4.2 mmol). Compound 3h (130 mg, 0.38 mmol) was obtained as a colorless solid, in 73% yield, which was characterized as follows: Starting materials: FC(CCCC(O)[C@@H]1[C@]2(C)[C@@H](CC1)[C@@H]1CC=C3C=C(CC[C@]3(C)[C@H]1CC2)CO)(F)F ((17β)-17-(5,5,5-trifluoro-1-hydroxypentyl)-androsta-3,5-diene-3-methanol), C[N+]1(CCOCC1)[O-] (4-methylmorpholine N-oxide). The reagents and catalysts are [Ru](=O)(=O)(=O)[O-].C(CC)[N+](CCC)(CCC)CCC (Tetrapropyl ammonium perruthenate). Run in C(Cl)Cl (CH2Cl2). Conditions: time 1 hour. The product is FC(CCCC(=O)[C@@H]1[C@]2(C)[C@@H](CC1)[C@@H]1CC=C3C=C(CC[C@]3(C)[C@H]1CC2)C=O)(F)F (17β-(5,5,5-trifluoro-1-oxopentyl)-androsta-3,5-diene-3-carboxaldehyde). Reaction SMILES: [F:1][C:2]([F:30])([F:29])[CH2:3][CH2:4][CH2:5][CH:6]([C@H:8]1[CH2:13][CH2:12][C@H:11]2[C@H:14]3[C@H:24]([CH2:25][CH2:26][C@:9]12[CH3:10])[C@:22]1([CH3:23])[C:17]([CH:18]=[C:19]([CH2:27][OH:28])[CH2:20][CH2:21]1)=[CH:16][CH2:15]3)[OH:7].C[N+]1([O-])CCOCC1>C(Cl)Cl.[Ru]([O-])(=O)(=O)=O.C([N+](CCC)(CCC)CCC)CC>[F:1][C:2]([F:29])([F:30])[CH2:3][CH2:4][CH2:5][C:6]([C@H:8]1[CH2:13][CH2:12][C@H:11]2[C@H:14]3[C@H:24]([CH2:25][CH2:26][C@:9]12[CH3:10])[C@:22]1([CH3:23])[C:17]([CH:18]=[C:19]([CH:27]=[O:28])[CH2:20][CH2:21]1)=[CH:16][CH2:15]3)=[O:7] |f:3.4|. Procedure details: Tetrapropyl ammonium perruthenate (10 mg, 0.028 mmol) was added to a solution of (17β)-17-(5,5,5-trifluoro-1-hydroxypentyl)-androsta-3,5-diene-3-methanol (65 mg, 0.15 mmol) and 4-methylmorpholine N-oxide (80 mg, 0.68 mmol) in CH2Cl2 (2.0 ml) at RT. After 1 h the reaction was flash chromatographed (silica gel, 20% EtOAc/80% hexanes) to yield the title compound. Starting materials: C(C=C)NCC=C (diallylamine), ClCC(=O)C1=CC=C(C=C1)F (2-Chloro-1-(4-fluorophenyl)ethanone), O (water). Solvent: C(C)#N (acetonitrile). Reaction conditions: temperature 0 celsius, time 1 hour. Yields the product C(C=C)N(CC(=O)C1=CC=C(C=C1)F)CC=C (2-(Diallylamino)-1-(4-fluorophenyl)ethanone). Isolated yield 118.3%. As a reaction SMILES: Cl[CH2:2][C:3]([C:5]1[CH:10]=[CH:9][C:8]([F:11])=[CH:7][CH:6]=1)=[O:4].[CH2:12]([NH:15][CH2:16][CH:17]=[CH2:18])[CH:13]=[CH2:14].O>C(#N)C>[CH2:12]([N:15]([CH2:16][CH:17]=[CH2:18])[CH2:2][C:3]([C:5]1[CH:10]=[CH:9][C:8]([F:11])=[CH:7][CH:6]=1)=[O:4])[CH:13]=[CH2:14]. Procedure details: 2-Chloro-1-(4-fluorophenyl)ethanone (10 g, 57.4 mmol) is dissolved in acetonitrile (400 mL). The solution is cooled to 0° C. and diallylamine (15.6 mL, 126.2 mmol) is added. After 1 hour, the mixture is poured into water (500 mL) and extracted twice with ethyl acetate (400 mL). The organic extracts are combined, washed with brine (1×200 mL), dried over sodium sulfate, filtered, and concentrated to give the crude title compound (15.84 g, 118%). ES/MS (m/e): 234 (M+H).